The task is: describe an organic reaction: reactants, conditions, products, and yield. This data is from the Open Reaction Database (ORD), a public repository of structured organic reaction records. The reactants are CC(CCCCCC)=O (2- octanone), C[Si](C#CB1C2CCCC1CCC2)(C)C (B-(2-(trimethylsilyl)ethynyl)-9-borabicyclo[3.3.1]nonane), C(O)CN (ethanolamine), CO (methanol). Run in O1CCCC1 (tetrahydrofuran), C(C)OCC (ethyl ether). Reaction conditions: temperature 65 celsius, time 48 hour. Product: C[Si](C#CC(CCCCCC)(O)C)(C)C (1-Trimethylsilyl-3-methyl-1-nonyn-3-ol). Isolated yield 71.0%. Reaction SMILES: [CH3:1][Si:2]([CH3:15])([CH3:14])[C:3]#CB1C2CCCC1CCC2.[CH3:16][C:17](=[O:24])[CH2:18][CH2:19][CH2:20][CH2:21][CH2:22][CH3:23].CO.[CH2:27](CN)O>O1CCCC1.C(OCC)C>[CH3:1][Si:2]([CH3:15])([CH3:14])[C:3]#[C:16][C:17]([CH3:27])([OH:24])[CH2:18][CH2:19][CH2:20][CH2:21][CH2:22][CH3:23]. Procedure details: Dissolve B-(2-(trimethylsilyl)ethynyl)-9-borabicyclo[3.3.1]nonane.tetrahydrofuran complex (2.63 g, 9 mmol) in tetrahydrofuran (30 mL) and add 2- octanone (1.41 mL), 9 mmol). Stir at 65° C. for 48 hours. Cool to room temperature and remove the solvent under a positive nitrogen pressure to give a yellow solid. Add ethyl ether (30 mL) and methanol (365 μL, 9 mmol). Cool to 0° C. and add, by dropwise addition, ethanolamine (543 μL, 9 mmol). Stir overnight, centrifuge the reaction mixture and separat... Starting materials: OS(=O)(=O)O (H2SO4), BrC=1C=C2C(=NC1)C(C1=C(CC2)C=C(C=C1)Cl)N1CCN(CC1)C(=O)CC1CCN(CC1)C(=O)OC(C)(C)C (1,1-Dimethylethyl 4-[[[4-(3-bromo-8-chloro-6,11-dihydro-5H-benzo[5,6]cyclohepta[1,2-b]pyridin-11-YL)-1-piperazinyl]carbonyl]methyl]-1-piperidinecarboxylate), [OH-].[Na+] (NaOH). Run in O1CCOCC1 (dioxane), CO (methanol). Run at temperature 25 celsius, time 2 hour. Product: BrC=1C=C2C(=NC1)C(C1=C(CC2)C=C(C=C1)Cl)N1CCN(CC1)C(CC1CCNCC1)=O (1-(3-bromo-8-chloro-6,11-dihydro-5H-benzo[5,6]cyclohepta[1,2-b]pyridin-11-yl)-4-[(4-piperidinyl)acetyl]piperazine). Isolated yield 74.0%. RXN SMILES: [Br:1][C:2]1[CH:3]=[C:4]2[CH2:12][CH2:11][C:10]3[CH:13]=[C:14]([Cl:17])[CH:15]=[CH:16][C:9]=3[CH:8]([N:18]3[CH2:23][CH2:22][N:21]([C:24]([CH2:26][CH:27]4[CH2:32][CH2:31][N:30](C(OC(C)(C)C)=O)[CH2:29][CH2:28]4)=[O:25])[CH2:20][CH2:19]3)[C:5]2=[N:6][CH:7]=1.OS(O)(=O)=O.[OH-].[Na+]>CO.O1CCOCC1>[Br:1][C:2]1[CH:3]=[C:4]2[CH2:12][CH2:11][C:10]3[CH:13]=[C:14]([Cl:17])[CH:15]=[CH:16][C:9]=3[CH:8]([N:18]3[CH2:19][CH2:20][N:21]([C:24](=[O:25])[CH2:26][CH:27]4[CH2:32][CH2:31][NH:30][CH2:29][CH2:28]4)[CH2:22][CH2:23]3)[C:5]2=[N:6][CH:7]=1 |f:2.3|. Reported procedure: The title compound from Step A above (4.61 g) (7.5 mmoles) was dissolved in methanol (40 mL) and a 10% (v/v) conc. H2SO4 in dioxane solution (100 mL) was added. The mixture was stirred at 25° C. for 2 h and then basified with conc. aqueous NaOH. The mixture was extracted with dichloromethane and the latter was washed with water, dried over MgSO4, filtered and evaporated to dryness. The product was chromatographed on silica gel using 10% (10% conc. NH4OH in methanol)dichloromethane as the eluant ... The reactants are ClC1=CC=C(COC2=CC=C(C(CCl)=O)C=C2)C=C1 (4-(4-chlorobenzyloxy)phenacyl chloride), NC(=S)N (thiourea), CCOCC (ether). The solvent is C(C)O (ethanol). Yields the product NC=1SC=C(N1)C1=CC=C(C=C1)OCC1=CC=C(C=C1)Cl (2-amino-4-[4-(4-chlorobenzyloxy) phenyl]thiazole). RXN SMILES: [Cl:1][C:2]1[CH:19]=[CH:18][C:5]([CH2:6][O:7][C:8]2[CH:17]=[CH:16][C:11]([C:12](=O)[CH2:13]Cl)=[CH:10][CH:9]=2)=[CH:4][CH:3]=1.[NH2:20][C:21]([NH2:23])=[S:22].CCOCC>C(O)C>[NH2:23][C:21]1[S:22][CH:13]=[C:12]([C:11]2[CH:16]=[CH:17][C:8]([O:7][CH2:6][C:5]3[CH:18]=[CH:19][C:2]([Cl:1])=[CH:3][CH:4]=3)=[CH:9][CH:10]=2)[N:20]=1. Procedure: A 8.0 g portion of 4-(4-chlorobenzyloxy)phenacyl chloride and 2.3 g of thiourea were stirred in 70 ml of ethanol under reflux for 1 hour. After cooling, 100 ml of ether was added, and the precipitating crystals were recovered by filtration, resulting in 7.8 g (82.1%) of hydrochloride of 2-amino-4-[4-(4-chlorobenzyloxy) phenyl]thiazole. Recrystallized from 80% ethanol m.p., 248°-250° C. Reactants: CS(=O)(=O)O (methanesulfonic acid), O[C@H]1C[C@@H]2CC[C@H]3[C@@H]4CC[C@H](C(C)=O)[C@]4(CC([C@@H]3[C@]2(C[C@@H]1N1CC(OC(C1)(C)C)(C)C)C)=O)C ((2β,3α,5α)-3-hydroxy-2-(2,2,6,6-tetramethyl-4-morpholinyl)pregnane-11,20-dione). Run in CO (methanol), CO (methanol). The product is CS(=O)(=O)O.O[C@H]1C[C@@H]2CC[C@H]3[C@@H]4CC[C@H](C(C)=O)[C@]4(CC([C@@H]3[C@]2(C[C@@H]1N1CC(OC(C1)(C)C)(C)C)C)=O)C ((2β,3α,5α)-3-hydroxy-2-(2,2,6,6-tetramethyl-4-morpholinyl)pregnane-11,20-dione methanesulfonate), salt. As a reaction SMILES: [CH3:1][S:2]([OH:5])(=[O:4])=[O:3].[OH:6][C@@H:7]1[C@@H:26]([N:27]2[CH2:32][C:31]([CH3:34])([CH3:33])[O:30][C:29]([CH3:36])([CH3:35])[CH2:28]2)[CH2:25][C@@:24]2([CH3:37])[C@@H:9]([CH2:10][CH2:11][C@@H:12]3[C@@H:23]2[C:22](=[O:38])[CH2:21][C@@:20]2([CH3:39])[C@H:13]3[CH2:14][CH2:15][C@@H:16]2[C:17](=[O:19])[CH3:18])[CH2:8]1>CO>[CH3:1][S:2]([OH:5])(=[O:4])=[O:3].[OH:6][C@@H:7]1[C@@H:26]([N:27]2[CH2:28][C:29]([CH3:36])([CH3:35])[O:30][C:31]([CH3:34])([CH3:33])[CH2:32]2)[CH2:25][C@@:24]2([CH3:37])[C@@H:9]([CH2:10][CH2:11][C@@H:12]3[C@@H:23]2[C:22](=[O:38])[CH2:21][C@@:20]2([CH3:39])[C@H:13]3[CH2:14][CH2:15][C@@H:16]2[C:17](=[O:19])[CH3:18])[CH2:8]1 |f:3.4|. Procedure: A solution of methanesulfonic acid (63 mg) in methanol (5 ml) was added to a suspension of (2β,3α,5α)-3-hydroxy-2-(2,2,6,6-tetramethyl-4-morpholinyl)pregnane-11,20-dione (311 mg) in methanol (5 ml). The solvent was removed under reduced pressure and the residue was crystallised from diethyl ether to give (2β,3α,5α)-3-hydroxy-2-(2,2,6,6-tetramethyl-4-morpholinyl)pregnane-11,20-dione methanesulfonate (1:1) salt (354 mg). m.p. 211°-217° C. (dec); [α]D +109.7° (c 0.6). Yields the product O=C(CC(=O)OC)CCCCCCC (methyl 3-oxodecanoate), ClC(C(=O)OC)C(CCCCCCC)=O (Methyl 2-Chloro-3-oxodecanoate). Reaction SMILES: [O:1]=[C:2]([CH2:8][CH2:9][CH2:10][CH2:11][CH2:12][CH2:13][CH3:14])[CH2:3][C:4]([O:6][CH3:7])=[O:5].S(Cl)([Cl:18])(=O)=O>C1(C)C=CC=CC=1>[O:1]=[C:2]([CH2:8][CH2:9][CH2:10][CH2:11][CH2:12][CH2:13][CH3:14])[CH2:3][C:4]([O:6][CH3:7])=[O:5].[Cl:18][CH:3]([C:2](=[O:1])[CH2:8][CH2:9][CH2:10][CH2:11][CH2:12][CH2:13][CH3:14])[C:4]([O:6][CH3:7])=[O:5]. Reaction conditions: temperature 2.5 celsius, time 8 hour. Procedure details: In 500 ml of toluene was dissolved 160 g (0.8 mol) of the resulting methyl 3-oxodecanoate, the solution was cooled to 0 to 5° C., and 108 g (0.8 mol) of sulfuryl chloride was added thereto dropwise, followed by stirring at room temperature overnight. Toluene was removed by evaporation to give 187.8 g (0.8 mol; yield: 100% from methyl 3-oxodecanoate) of the title compound. The solvent is C1(=CC=CC=C1)C (toluene). Starting materials: O=C(CC(=O)OC)CCCCCCC (methyl 3-oxodecanoate), S(=O)(=O)(Cl)Cl (sulfuryl chloride). Reactants: C(\C=C/C(=O)O)(=O)O (maleic acid), COC1=CC=C(CCN2[C@@H](CCC2)CN2C3=C(SCC4=C2C=CC=C4)C=CC=C3)C=C1 ((S)-5,11-Dihydro-5-[1-(4-methoxyphenethyl)-2-pyrrolidinylmethyl]dibenzo[b,e][1,4]thiazepine). The solvent is C(C)(=O)OCC (ethyl acetate), C(C)(=O)OCC (ethyl acetate). Run at time 16 hour. Yields the product C(\C=C/C(=O)O)(=O)O.COC1=CC=C(CCN2[C@@H](CCC2)CN2C3=C(SCC4=C2C=CC=C4)C=CC=C3)C=C1 ((S)-5,11-Dihydro-5-[1-(4-methoxyphenethyl)-2-pyrrolidinylmethyl]dibenzo[b,e][1,4]thiazepine maleate). The yield is 63.7%. RXN SMILES: [C:1]([OH:8])(=[O:7])/[CH:2]=[CH:3]\[C:4]([OH:6])=[O:5].[CH3:9][O:10][C:11]1[CH:39]=[CH:38][C:14]([CH2:15][CH2:16][N:17]2[CH2:21][CH2:20][CH2:19][C@H:18]2[CH2:22][N:23]2[C:29]3[CH:30]=[CH:31][CH:32]=[CH:33][C:28]=3[CH2:27][S:26][C:25]3[CH:34]=[CH:35][CH:36]=[CH:37][C:24]2=3)=[CH:13][CH:12]=1>C(OCC)(=O)C>[C:1]([OH:8])(=[O:7])/[CH:2]=[CH:3]\[C:4]([OH:6])=[O:5].[CH3:9][O:10][C:11]1[CH:12]=[CH:13][C:14]([CH2:15][CH2:16][N:17]2[CH2:21][CH2:20][CH2:19][C@H:18]2[CH2:22][N:23]2[C:29]3[CH:30]=[CH:31][CH:32]=[CH:33][C:28]=3[CH2:27][S:26][C:25]3[CH:34]=[CH:35][CH:36]=[CH:37][C:24]2=3)=[CH:38][CH:39]=1 |f:3.4|. Procedure: A solution of maleic acid (4.7 g) in ethyl acetate (200 ml) was added to a solution of (S)-5,11-dihydro-5-[1-(4-methoxyphenethyl)-2-pyrrolidinylmethyl]dibenzo[b,e][1,4]thiazepine (see Examples 1 and 6) (17.3 g) in ethyl acetate (100 ml) and the mixture was stirred at room temperature for 16 hours. The resulting precipitate was collected, dried and recrystallised from ethyl acetate/methanol to give the title compound as colourless crystals, (14.0 g, 64%), m.p. 153°-154° C., [α]58925 -39.7° (c=0.7... Reactants: O (water), C([O-])([O-])=O.[K+].[K+] (potassium carbonate), BrCC1CCN(CC1)C(=O)OC(C)(C)C (tert-butyl 4-bromomethylpiperidine-1-carboxylate), C(#N)C=1C=C2C(=CC=NC2=CC1O)OC=1C=C2C=CNC2=CC1 (6-cyano-4-(1H-indol-5-yloxy)-7-hydroxyquinoline). Run in CN(C=O)C (N,N-dimethylformamide). Run at temperature 70 celsius, time 7 hour. The product is C(#N)C=1C=C2C(=CC=NC2=CC1OCC1CCN(CC1)OC(=O)OC(C)(C)C)OC=1C=C2C=CNC2=CC1 (6-Cyano-4-(1H-indol-5-yloxy)-7-[(1-(tert-butoxycarbonyloxy)piperidin-4-yl)methyloxy]quinoline). The yield is 118.6%. As a reaction SMILES: [C:1]([C:3]1[CH:4]=[C:5]2[C:10](=[CH:11][C:12]=1[OH:13])[N:9]=[CH:8][CH:7]=[C:6]2[O:14][C:15]1[CH:16]=[C:17]2[C:21](=[CH:22][CH:23]=1)[NH:20][CH:19]=[CH:18]2)#[N:2].[C:24](=[O:27])([O-:26])[O-:25].[K+].[K+].Br[CH2:31][CH:32]1[CH2:37][CH2:36][N:35](C(OC(C)(C)C)=O)[CH2:34][CH2:33]1.O>CN(C)C=O>[C:1]([C:3]1[CH:4]=[C:5]2[C:10](=[CH:11][C:12]=1[O:13][CH2:31][CH:32]1[CH2:37][CH2:36][N:35]([O:27][C:24]([O:26][C:3]([CH3:4])([CH3:12])[CH3:1])=[O:25])[CH2:34][CH2:33]1)[N:9]=[CH:8][CH:7]=[C:6]2[O:14][C:15]1[CH:16]=[C:17]2[C:21](=[CH:22][CH:23]=1)[NH:20][CH:19]=[CH:18]2)#[N:2] |f:1.2.3|. Reported procedure: After dissolving 6-cyano-4-(1H-indol-5-yloxy)-7-hydroxyquinoline (1.72 g, 5.7084 mmol) in N,N-dimethylformamide (20 ml), there were added potassium carbonate (0.87 g, 6.2792 mmol) and tert-butyl 4-bromomethylpiperidine-1-carboxylate (1.75 g, 6.2792 mmol), and the mixture was heated and stirred at 70° C. for 7 hours. After allowing it to cool to room temperature, water was added, extraction was performed with ethyl acetate and tetrahydrofuran, the extract was washed with saturated saline and drie... Starting materials: CCCCCCNCCCCCC, Cc1nc2ccc(S(=O)(=O)Cl)cc2s1, CCOC(C)=O, CCCCCC, ClC(Cl)Cl. Product: CCCCCCN(CCCCCC)S(=O)(=O)c1ccc2nc(C)sc2c1. RXN SMILES: [CH2:15]([CH2:16][CH2:17][CH2:18][CH2:19][CH3:20])[NH:21][CH2:22][CH2:23][CH2:24][CH2:25][CH2:26][CH3:27].[CH3:1][c:2]1[s:3][c:4]2[c:5]([n:6]1)[cH:7][cH:8][c:9]([S:11](=[O:12])(=[O:13])[Cl:14])[cH:10]2.[CH3:28][CH2:29][O:30][C:31](=[O:32])[CH3:33].[CH3:34][CH2:35][CH2:36][CH2:37][CH2:38][CH3:39].[CH:40]([Cl:41])([Cl:42])[Cl:43]>>[CH3:1][c:2]1[s:3][c:4]2[c:5]([n:6]1)[cH:7][cH:8][c:9]([S:11](=[O:12])(=[O:13])[N:21]([CH2:15][CH2:16][CH2:17][CH2:18][CH2:19][CH3:20])[CH2:22][CH2:23][CH2:24][CH2:25][CH2:26][CH3:27])[cH:10]2. The product is C(C)(=O)C=1C=C2CCCCC2=CC1OCC=C (6-acetyl-7-allyloxy-1,2,3,4-tetrahydronaphthalene). Reaction SMILES: [C:1]([C:4]1[CH:5]=[C:6]2[C:11](=[CH:12][C:13]=1[OH:14])[CH2:10][CH2:9][CH2:8][CH2:7]2)(=[O:3])[CH3:2].[CH2:15](Br)[CH:16]=[CH2:17].C(=O)([O-])[O-].[K+].[K+]>CN(C)C=O>[C:1]([C:4]1[CH:5]=[C:6]2[C:11](=[CH:12][C:13]=1[O:14][CH2:17][CH:16]=[CH2:15])[CH2:10][CH2:9][CH2:8][CH2:7]2)(=[O:3])[CH3:2] |f:2.3.4|. Procedure details: A mixture of 6-acetyl-7-hydroxy-1,2,3,4-tetrahydronaphthalene (2.0 g), allyl bromide (1.7 g), anhydrous potassium carbonate (2.2 g) and N,N-dimethylformamide (50 ml) was stirred at room temperature for 24 hours. The mixture was then poured into ice/water (400 ml) and stirred. The precipitate was filtered off, washed with water and then dried to leave, as an off-white powder, 6-acetyl-7-allyloxy-1,2,3,4-tetrahydronaphthalene (2.38 g), mp 62°-63°. The reactants are ice water, C(C)(=O)C=1C=C2CCCCC2=CC1O (6-acetyl-7-hydroxy-1,2,3,4-tetrahydronaphthalene), C(C=C)Br (allyl bromide), C([O-])([O-])=O.[K+].[K+] (potassium carbonate). Solvent: CN(C=O)C (N,N-dimethylformamide). Isolated yield 98.3%. Conditions: time 24 hour. The reactants are CN1CCOCC1 (N-methylmorpholine), Cl.NCCCCC(=O)OC (methyl 5-aminopentanoate hydrochloride), C(C)(C)(C)OC(=O)N[C@@H](CC1=CC=CC=C1)C(=O)O (t-butoxycarbonylphenylalanine), CN1CCOCC1 (N-methylmorpholine), C(C(C)C)OC(=O)Cl (isobutylchloroformate). Solvent: CN(C=O)C (dimethylformamide). Reaction conditions: time 8 hour. The product is C(C)(C)(C)OC(=O)N[C@@H](CC1=CC=CC=C1)C(=O)NCCCCC(=O)OC (t-butoxycarbonyl-N-(5-methoxy-5-oxopentyl)-L-phenylalaninamide). The yield is 96.2%. RXN SMILES: [C:1]([O:5][C:6]([NH:8][C@H:9]([C:17]([OH:19])=O)[CH2:10][C:11]1[CH:16]=[CH:15][CH:14]=[CH:13][CH:12]=1)=[O:7])([CH3:4])([CH3:3])[CH3:2].CN1CCOCC1.C(OC(Cl)=O)C(C)C.Cl.[NH2:36][CH2:37][CH2:38][CH2:39][CH2:40][C:41]([O:43][CH3:44])=[O:42]>CN(C)C=O>[C:1]([O:5][C:6]([NH:8][C@H:9]([C:17]([NH:36][CH2:37][CH2:38][CH2:39][CH2:40][C:41]([O:43][CH3:44])=[O:42])=[O:19])[CH2:10][C:11]1[CH:12]=[CH:13][CH:14]=[CH:15][CH:16]=1)=[O:7])([CH3:2])([CH3:3])[CH3:4] |f:3.4|. Reported procedure: To a cold (ca -30° ), stirred solution of 26.5 g (0.1 mole) of t-butoxycarbonylphenylalanine (BOC-Phe) and 11.2 g (0.1 mole) of N-methylmorpholine in 150 ml of dimethylformamide (DMF) was added dropwise 13.2 ml (0.1 mole) of isobutylchloroformate. After warming and then holding the temperature at ca. -15° for about ten minutes, the solution was recooled to ca. -39°. To the cold mixture was added additional N-methylmorpholine (12.3 ml, ca. 0.11 mole), followed by 18.5 g (0.11 mole) of methyl 5-am...